This data is from the Open Reaction Database (ORD), a public repository of structured organic reaction records. The task is: describe an organic reaction: reactants, conditions, products, and yield Reactants: C1CCOC1, O=C1NCCC1Cc1ccc(Cl)cc1. The product is Clc1ccc(CC2CCNC2)cc1. As a reaction SMILES: [CH2:15]1[O:16][CH2:17][CH2:18][CH2:19]1.[Cl:1][c:2]1[cH:3][cH:4][c:5]([CH2:6][CH:7]2[C:8](=[O:12])[NH:9][CH2:10][CH2:11]2)[cH:13][cH:14]1>>[Cl:1][c:2]1[cH:3][cH:4][c:5]([CH2:6][CH:7]2[CH2:8][NH:9][CH2:10][CH2:11]2)[cH:13][cH:14]1. Solvent: CC#N (CH3CN). RXN SMILES: [C:1]12[C:12]([NH:13][CH:14]3[CH2:19][CH2:18][CH:17]([NH2:20])[CH2:16][CH2:15]3)=[N:11][CH:10]=[N:9][C:8]=1[S:7][C:6]1[CH2:5][CH2:4][CH2:3][C:2]2=1.Br[CH2:22][CH2:23][F:24].[CH3:25]CN(C(C)C)C(C)C>CC#N>[F:24][CH2:23][CH2:22][N:20]([CH3:25])[CH:17]1[CH2:18][CH2:19][CH:14]([NH:13][C:12]2[C:1]3[C:2]4[CH2:3][CH2:4][CH2:5][C:6]=4[S:7][C:8]=3[N:9]=[CH:10][N:11]=2)[CH2:15][CH2:16]1. Reaction conditions: temperature 70 celsius, time 7 hour. Yields the product FCCN(C1CCC(CC1)NC1=NC=NC=2SC=3CCCC3C12)C (1-N-(2-fluoroethyl)-1-N-methyl-4-N-[7-thia-9,11-diazatricyclo[6.4.0.0[2,6]]dodeca-1(8),2(6),9,11-tetraen-12-yl]cyclohexane-1,4-diamine). Procedure details: Into a 100-mL round-bottom flask, a solution of 1-N-[7-thia-9,11-diazatricyclo[6.4.0.0[2,6]]dodeca-1(8),2(6),9,11-tetraen-12-yl]cyclohexane-1,4-diamine (250 mg, 0.87 mmol, 1.00 equiv) in CH3CN (15 mL) was added 1-bromo-2-fluoroethane (220 mg, 1.73 mmol, 2.00 equiv) and DIPEA (200 mg, 1.74 mmol, 2.00 equiv) at room temperature under nitrogen. The resulting solution was stirred for 7 h at 70° C. in an oil bath. After completion, the resulting mixture was concentrated under vacuum. The residue was ... The yield is 79.2%. The reactants are C1=2C=3CCCC3SC2N=CN=C1NC1CCC(CC1)N (1-N-[7-thia-9,11-diazatricyclo[6.4.0.0[2,6]]dodeca-1(8),2(6),9,11-tetraen-12-yl]cyclohexane-1,4-diamine), BrCCF (1-bromo-2-fluoroethane), CCN(C(C)C)C(C)C (DIPEA).